This data is from the Open Reaction Database (ORD), a public repository of structured organic reaction records. The task is: describe an organic reaction: reactants, conditions, products, and yield The reactants are CNC(=O)C(SC)c1cccc(C(=O)c2ccccc2)c1N, C1CCOC1. Yields the product CNC(=O)Cc1cccc(C(=O)c2ccccc2)c1N. As a reaction SMILES: [NH2:1][c:2]1[c:3]([CH:16]([C:17](=[O:18])[NH:19][CH3:20])[S:21][CH3:22])[cH:4][cH:5][cH:6][c:7]1[C:8]([c:9]1[cH:10][cH:11][cH:12][cH:13][cH:14]1)=[O:15].[O:23]1[CH2:24][CH2:25][CH2:26][CH2:27]1>>[NH2:1][c:2]1[c:3]([CH2:16][C:17](=[O:18])[NH:19][CH3:20])[cH:4][cH:5][cH:6][c:7]1[C:8]([c:9]1[cH:10][cH:11][cH:12][cH:13][cH:14]1)=[O:15]. The reactants are BrC=1C(=C2CC[C@@H](N(C2=CC1)C(C)=O)C)OCCC ((S)-1-(6-bromo-2-methyl-5-propoxy-3,4-dihydroquinolin-1(2H)-yl)ethanone), CC1(OB(OC1(C)C)C=1C=NN(C1)C1CCN(CC1)C(=O)OC(C)(C)C)C (tert-butyl 4-(4-(4,4,5,5-tetramethyl-1,3,2-dioxaborolan-2-yl)-1H-pyrazol-1-yl)piperidine-1-carboxylate), C([O-])([O-])=O.[Cs+].[Cs+] (cesium carbonate). The reagents and catalysts are CC(C)C1=CC(=C(C(=C1)C(C)C)C2=CC(=CC=C2)P(C3CCCCC3)C4CCCCC4)C(C)C.C1=CC=C([C-]=C1)C2=CC=CC=C2N.Cl[Pd+] (chloro(2-dicyclohexylphosphino-2′,4′,6′-tri-i-propyl-1,1′-biphenyl)(2′-amino-1,1′-biphenyl-2-yl) palladium(II)). The solvent is O1CCOCC1 (1,4-dioxane), O (water). Conditions: temperature 100 celsius. Product: C(C)(=O)N1[C@H](CCC2=C(C(=CC=C12)C=1C=NN(C1)C1CCN(CC1)C(=O)OC(C)(C)C)OCCC)C ((5)-tert-butyl 4-(4-(1-acetyl-2-methyl-5-propoxy-1,2,3,4-tetrahydroquinolin-6-yl)-1H-pyrazol-1-yl)piperidine-1-carboxylate). Yield: 82.9%. Reaction SMILES: Br[C:2]1[C:3]([O:16][CH2:17][CH2:18][CH3:19])=[C:4]2[C:9](=[CH:10][CH:11]=1)[N:8]([C:12](=[O:14])[CH3:13])[C@@H:7]([CH3:15])[CH2:6][CH2:5]2.CC1(C)C(C)(C)OB([C:28]2[CH:29]=[N:30][N:31]([CH:33]3[CH2:38][CH2:37][N:36]([C:39]([O:41][C:42]([CH3:45])([CH3:44])[CH3:43])=[O:40])[CH2:35][CH2:34]3)[CH:32]=2)O1.C(=O)([O-])[O-].[Cs+].[Cs+]>O1CCOCC1.O.CC(C1C=C(C(C)C)C(C2C=CC=C(P(C3CCCCC3)C3CCCCC3)C=2)=C(C(C)C)C=1)C.C1C=[C-]C(C2C(N)=CC=CC=2)=CC=1.Cl[Pd+]>[C:12]([N:8]1[C:9]2[C:4](=[C:3]([O:16][CH2:17][CH2:18][CH3:19])[C:2]([C:28]3[CH:29]=[N:30][N:31]([CH:33]4[CH2:34][CH2:35][N:36]([C:39]([O:41][C:42]([CH3:45])([CH3:44])[CH3:43])=[O:40])[CH2:37][CH2:38]4)[CH:32]=3)=[CH:11][CH:10]=2)[CH2:5][CH2:6][C@@H:7]1[CH3:15])(=[O:14])[CH3:13] |f:2.3.4,7.8.9|. Reported procedure: A mixture of (S)-1-(6-bromo-2-methyl-5-propoxy-3,4-dihydroquinolin-1(2H)-yl)ethanone (0.050 g, 0.153 mmol), tert-butyl 4-(4-(4,4,5,5-tetramethyl-1,3,2-dioxaborolan-2-yl)-1H-pyrazol-1-yl)piperidine-1-carboxylate (0.058 g, 0.153 mmol), chloro(2-dicyclohexylphosphino-2′,4′,6′-tri-i-propyl-1,1′-biphenyl)(2′-amino-1,1′-biphenyl-2-yl) palladium(II) (XPhos 2nd generation precatalyst) (0.012 g, 0.015 mmol), and cesium carbonate (0.150 g, 0.460 mmol) in 1,4-dioxane (2.0 mL) and water (0.40 mL) was heated...